From a dataset of the Open Reaction Database (ORD), a public repository of structured organic reaction records. describe an organic reaction: reactants, conditions, products, and yield Starting materials: [N+](=O)([O-])C1=CC=C2C=CN(C2=C1)CC=1C=NC=NC1 (6-Nitro-1-pyrimidin-5-ylmethyl-1H-indole). The reagents and catalysts are [Pd] (Pd/C). Solvent: C1CCOC1 (THF), C(C)(C)O (isopropanol). Run at time 2 hour. Yields the product N1=CN=CC(=C1)CN1C=CC2=CC=C(C=C12)N (1-Pyrimidin-5-ylmethyl-1H-indol-6-ylamine). RXN SMILES: [N+:1]([C:4]1[CH:12]=[C:11]2[C:7]([CH:8]=[CH:9][N:10]2[CH2:13][C:14]2[CH:15]=[N:16][CH:17]=[N:18][CH:19]=2)=[CH:6][CH:5]=1)([O-])=O>C1COCC1.C(O)(C)C.[Pd]>[N:16]1[CH:15]=[C:14]([CH2:13][N:10]2[C:11]3[C:7](=[CH:6][CH:5]=[C:4]([NH2:1])[CH:12]=3)[CH:8]=[CH:9]2)[CH:19]=[N:18][CH:17]=1. Reported procedure: 6-Nitro-1-pyrimidin-5-ylmethyl-1H-indole (4.1 g, 16.1 mmol) was dissolved in 100 mL of THF and 100 mL of isopropanol. Pd/C (2 g) was added and the mixture was stirred under an H2-atmosphere (balloon) for 2 hours. The mixture was filtered over Celite and washed with ethyl acetate affording the title compound after concentration (3.5 g, 15.6 mmol, 97%).